This data is from the Open Reaction Database (ORD), a public repository of structured organic reaction records. The task is: describe an organic reaction: reactants, conditions, products, and yield Reactants: CSc1nc(Cl)c(C#N)c(N2CCc3ccccc3CC2)n1, [H-], [Na+], C1CCOC1, O=C1CCCN1CCO. Product: CSc1nc(OCCN2CCCC2=O)c(C#N)c(N2CCc3ccccc3CC2)n1. Reaction SMILES: [Cl:1][c:2]1[n:3][c:4]([S:21][CH3:22])[n:5][c:6]([N:10]2[CH2:11][CH2:12][c:13]3[c:14]([cH:17][cH:18][cH:19][cH:20]3)[CH2:15][CH2:16]2)[c:7]1[C:8]#[N:9].[H-:32].[Na+:33].[O:34]1[CH2:35][CH2:36][CH2:37][CH2:38]1.[OH:23][CH2:24][CH2:25][N:26]1[C:27](=[O:31])[CH2:28][CH2:29][CH2:30]1>>[c:2]1([O:23][CH2:24][CH2:25][N:26]2[C:27](=[O:31])[CH2:28][CH2:29][CH2:30]2)[n:3][c:4]([S:21][CH3:22])[n:5][c:6]([N:10]2[CH2:11][CH2:12][c:13]3[c:14]([cH:17][cH:18][cH:19][cH:20]3)[CH2:15][CH2:16]2)[c:7]1[C:8]#[N:9]. Starting materials: N#CBr (Cyanogen bromide), NC=1C(=NC2=CC=CC=C2C1NCC(C)(C)NS(=O)(=O)C)Cl (N-{2-[(3-amino-2-chloroquinolin-4-yl)amino]-1,1-dimethylethyl}methanesulfonamide), O (Water). Solvent: C(C)O (ethanol). Conditions: time 2 hour. Yields the product Br.NC=1N(C2=C(C(=NC=3C=CC=CC23)Cl)N1)CC(C)(C)NS(=O)(=O)C (N-[2-(2-amino-4-chloro-1H-imidazo[4,5-c]quinolin-1-yl)-1,1-dimethylethyl]methanesulfonamide hydrobromide). The yield is 15.3%. Reaction SMILES: [N:1]#[C:2][Br:3].[NH2:4][C:5]1[C:6]([Cl:25])=[N:7][C:8]2[C:13]([C:14]=1[NH:15][CH2:16][C:17]([NH:20][S:21]([CH3:24])(=[O:23])=[O:22])([CH3:19])[CH3:18])=[CH:12][CH:11]=[CH:10][CH:9]=2.O>C(O)C>[BrH:3].[NH2:1][C:2]1[N:15]([CH2:16][C:17]([NH:20][S:21]([CH3:24])(=[O:22])=[O:23])([CH3:19])[CH3:18])[C:14]2[C:13]3[CH:12]=[CH:11][CH:10]=[CH:9][C:8]=3[N:7]=[C:6]([Cl:25])[C:5]=2[N:4]=1 |f:4.5|. Procedure details: Cyanogen bromide (0.945 g, 8.93 mmol) was added to a solution of N-{2-[(3-amino-2-chloroquinolin-4-yl)amino]-1,1-dimethylethyl}methanesulfonamide (2.55 g, 7.44 mmol) in ethanol (25 mL), and the solution was stirred at ambient temperature for two hours. An analysis by HPLC indicated that no reaction had taken place, and the reaction was then heated overnight at 90° C. and allowed to cool to ambient temperature. Water was added; a precipitate was present and was isolated by filtration and washed w... Reactants: CN1CCNCC1 (N-methylpiperazine), NC(CO)C (2-amino-1-propanol), [F-].[K+] (potassium fluoride), COC(N(C)C)OC (N,N-dimethylformamide dimethyl acetal), C1(=CC=CC=C1)C (toluene). Run in C(C)O (ethanol), CN(C)C=O (DMF). Yields the product N1=CC=CC2=CC=CC=C12 (quinoline). As a reaction SMILES: CN1CCNCC1.CO[CH:10](OC)[N:11]([CH3:13])C.NC(C)CO.[F-].[K+].[C:23]1([CH3:29])[CH:28]=[CH:27][CH:26]=[CH:25][CH:24]=1>C(O)C.CN(C=O)C>[N:11]1[C:10]2[C:24](=[CH:25][CH:26]=[CH:27][CH:28]=2)[CH:23]=[CH:29][CH:13]=1 |f:3.4|. Reported procedure: N-methylpiperazine was first introduced into compound XXXXVIII which was converted to enaminoketoester L on treatment with N,N-dimethylformamide dimethyl acetal in toluene followed by the reaction with 2-amino-1-propanol in ethanol. Reaction of enaminoketoester L with potassium fluoride in DMF gave quinoline LI which was cyclized with strong base such as sodium hydride to give the ester LII. Alternatively, enaminoketoester L may be reacted with sodium hydride in dioxane to yield the ester LII wh...